From a dataset of the Open Reaction Database (ORD), a public repository of structured organic reaction records. describe an organic reaction: reactants, conditions, products, and yield Starting materials: C1(CCCC(=O)O1)=O (glutaric anhydride), ClCCCN1CCNCC1 (N-(chloropropyl)piperazine), ClCCl (dichloromethane). The solvent is O1CCOCC1 (dioxane), O1CCOCC1 (dioxane). Conditions: temperature 20 celsius, time 2 hour. The product is ClCCCN1CCN(CC1)C(CCCC(=O)O)=O (5-[4-(3-chloropropyl)piperazin-1-yl]-5-oxopentanoic acid). Isolated yield 103.5%. RXN SMILES: [C:1]1(=[O:8])[O:7][C:5](=[O:6])[CH2:4][CH2:3][CH2:2]1.[Cl:9][CH2:10][CH2:11][CH2:12][N:13]1[CH2:18][CH2:17][NH:16][CH2:15][CH2:14]1.ClCCl>O1CCOCC1>[Cl:9][CH2:10][CH2:11][CH2:12][N:13]1[CH2:18][CH2:17][N:16]([C:5](=[O:6])[CH2:4][CH2:3][CH2:2][C:1]([OH:7])=[O:8])[CH2:15][CH2:14]1. Reported procedure: 1.5 g of glutaric anhydride and then 2.13 g of N-(chloropropyl)piperazine in solution in 5 cm3 of dioxane and 1 cm3 of dichloromethane are added to 15 cm3 of dioxane in a round-bottomed flask kept under an argon atmosphere. After stirring for 2 hours at 20° C., the solvent is evaporated under reduced pressure (2.7 kPa) at 20° C., to give 3.75 g of 5-[4-(3-chloropropyl)piperazin-1-yl]-5-oxopentanoic acid in the form of a yellow oil which is used as it is. The reactants are C([O-])([O-])=O.[Na+].[Na+] (sodium carbonate), CN(C1=CC=C(C=C1)B(O)O)C (4-(dimethylamino)phenylboronic acid), BrC=1C=CC=2C(=NON2)C1 (5-bromo-benzo[1,2,5]oxadiazole), tetrakis-(triphenylphosphine)palladium. Run in O (water), COCCOC (1,2-dimethoxyethane). The product is N1=C2C(=NO1)C=C(C=C2)C2=CC=C(C=C2)N(C)C ((4-Benzo[1,2,5]oxadiazol-5-yl-phenyl)-dimethyl-amine). As a reaction SMILES: Br[C:2]1[CH:3]=[CH:4][C:5]2[C:6]([CH:10]=1)=[N:7][O:8][N:9]=2.C(=O)([O-])[O-].[Na+].[Na+].[CH3:17][N:18]([CH3:28])[C:19]1[CH:24]=[CH:23][C:22](B(O)O)=[CH:21][CH:20]=1>COCCOC.O>[N:9]1[O:8][N:7]=[C:6]2[CH:10]=[C:2]([C:22]3[CH:23]=[CH:24][C:19]([N:18]([CH3:28])[CH3:17])=[CH:20][CH:21]=3)[CH:3]=[CH:4][C:5]=12 |f:1.2.3|. Procedure: 500 mg (2.5 mmol) 5-bromo-benzo[1,2,5]oxadiazole and 313 mg (0.1 eq.) tetrakis-(triphenylphosphine)palladium are stirred for 30 minutes at room temperature in 10 mL 1,2-dimethoxyethane. 533 mg (2 eq.) sodium carbonate are dissolved in 1.8 mL water and added to the reaction mixture, followed by 663 mg (1.6 eq.) 4-(dimethylamino)phenylboronic acid. After stirring at reflux for 18 h, the reaction mixture is cooled to room temperature and extracted with ethyl acetate and water. The organic phases ar... Starting materials: Cc1ccccc1, O=C=NCCCl, CCOC(=O)c1c(-c2ccccc2)csc1N. Yields the product CCOC(=O)c1c(-c2ccccc2)csc1NC(=O)NCCCl. Reaction SMILES: [CH3:24][c:25]1[cH:26][cH:27][cH:28][cH:29][cH:30]1.[Cl:18][CH2:19][CH2:20][N:21]=[C:22]=[O:23].[NH2:1][c:2]1[s:3][cH:4][c:5](-[c:12]2[cH:13][cH:14][cH:15][cH:16][cH:17]2)[c:6]1[C:7](=[O:8])[O:9][CH2:10][CH3:11]>>[NH:1]([c:2]1[s:3][cH:4][c:5](-[c:12]2[cH:13][cH:14][cH:15][cH:16][cH:17]2)[c:6]1[C:7](=[O:8])[O:9][CH2:10][CH3:11])[C:22]([NH:21][CH2:20][CH2:19][Cl:18])=[O:23]. The reactants are O=C1N2C(NC=3C(=CC=CC13)C1SCCC1)=CC(=N2)C(=O)O (4,9-dihydro-9-oxo-5-(tetrahydro-2-thienyl)pyrazolo[5,1-b]quinazoline-2-carboxylic acid), O.NC1=NN=NN1 (5-amino-1H-tetrazole, monohydrate), CO (methanol), C(=O)(N1C=NC=C1)N1C=NC=C1 (1,1' carbonyl-diimidazole). Run in CN(C)C=O (DMF). Yields the product O=C1N2C(NC=3C(=CC=CC13)C1SCCC1)=CC(=N2)C(=O)NC2=NN=NN2 (4,9-dihydro-9-oxo-5-(tetrahydro-2-thienyl)-N-1H-tetrazol-5-yl-pyrazolo[5,1-b]quinazoline-2-carboxamide). As a reaction SMILES: [O:1]=[C:2]1[C:11]2[CH:10]=[CH:9][CH:8]=[C:7]([CH:12]3[CH2:16][CH2:15][CH2:14][S:13]3)[C:6]=2[NH:5][C:4]2=[CH:17][C:18]([C:20](O)=[O:21])=[N:19][N:3]12.CO.C(N1C=CN=C1)(N1C=CN=C1)=O.O.[NH2:38][C:39]1[NH:43][N:42]=[N:41][N:40]=1>CN(C=O)C>[O:1]=[C:2]1[C:11]2[CH:10]=[CH:9][CH:8]=[C:7]([CH:12]3[CH2:16][CH2:15][CH2:14][S:13]3)[C:6]=2[NH:5][C:4]2=[CH:17][C:18]([C:20]([NH:38][C:39]3[NH:43][N:42]=[N:41][N:40]=3)=[O:21])=[N:19][N:3]12 |f:3.4|. Reported procedure: From 4,9-dihydro-9-oxo-5-(tetrahydro-2-thienyl)pyrazolo[5,1-b]quinazoline-2-carboxylic acid, compound with methanol (1:1) (0.40 g; 1.3 mmole), DMF (20 ml); 1,1' carbonyl-diimidazole (0.5 g; 3.1 mmole) and 5-amino-1H-tetrazole, monohydrate (0.131 g; 1.3 mmole), following the procedure of Example 3, there is obtained 4,9-dihydro-9-oxo-5-(tetrahydro-2-thienyl)-N-1H-tetrazol-5-yl-pyrazolo[5,1-b]quinazoline-2-carboxamide (70 mg); mp>230° (d). Reactants: C, CN(CCN1CCOCC1)c1ccc(OCc2ccccc2)c(C(=O)Nc2cc(-c3ccccc3)ccc2C(=O)OC(C)(C)C)c1, CO, CCOC(C)=O, [Pd]. Product: CN(CCN1CCOCC1)c1ccc(O)c(C(=O)Nc2cc(-c3ccccc3)ccc2C(=O)OC(C)(C)C)c1. Reaction SMILES: [C:55].[CH2:1]([c:2]1[cH:3][cH:4][cH:5][cH:6][cH:7]1)[O:8][c:9]1[c:10]([C:11](=[O:12])[NH:13][c:14]2[c:15]([C:16](=[O:17])[O:18][C:19]([CH3:20])([CH3:21])[CH3:22])[cH:23][cH:24][c:25](-[c:27]3[cH:28][cH:29][cH:30][cH:31][cH:32]3)[cH:26]2)[cH:33][c:34]([N:37]([CH2:38][CH2:39][N:40]2[CH2:41][CH2:42][O:43][CH2:44][CH2:45]2)[CH3:46])[cH:35][cH:36]1.[CH3:47][OH:48].[CH3:49][CH2:50][O:51][C:52](=[O:53])[CH3:54].[Pd:56]>>[OH:8][c:9]1[c:10]([C:11](=[O:12])[NH:13][c:14]2[c:15]([C:16](=[O:17])[O:18][C:19]([CH3:20])([CH3:21])[CH3:22])[cH:23][cH:24][c:25](-[c:27]3[cH:28][cH:29][cH:30][cH:31][cH:32]3)[cH:26]2)[cH:33][c:34]([N:37]([CH2:38][CH2:39][N:40]2[CH2:41][CH2:42][O:43][CH2:44][CH2:45]2)[CH3:46])[cH:35][cH:36]1. Reaction SMILES: [O:1]1[CH2:6][CH2:5][CH2:4][CH2:3][CH:2]1[O:7][C@H:8]([CH3:13])[C:9]([O:11]C)=[O:10].[OH-].[Na+].C(O)(=O)C>C(O)C>[O:1]1[CH2:6][CH2:5][CH2:4][CH2:3][CH:2]1[O:7][C@H:8]([CH3:13])[C:9]([OH:11])=[O:10] |f:1.2|. The product is O1C(CCCC1)O[C@@H](C(=O)O)C ((2R)-2-(3,4,5,6-tetrahydro-2H-pyran-2-yloxy)propionic acid). Procedure details: In ethanol (510 ml) was dissolved methyl (2R)-2-(3,4,5,6-tetrahydro-2H-pyran-2-yloxy)propionate (42.7 g), to which was added, under ice-cooling, a 2N solution of sodium hydroxide (170 ml), followed by stirring for one hour at room temperature. The reaction mixture was cooled with ice, to which was added a 26% aqueous solution of acetic acid (120 ml), followed by extraction with dichloromethane (200 ml) three times. Dichloromethane layers were combined, washed with a saturated aqueous sodium chlo... The yield is 81.0%. Starting materials: O1C(CCCC1)O[C@@H](C(=O)OC)C (methyl (2R)-2-(3,4,5,6-tetrahydro-2H-pyran-2-yloxy)propionate), solution, [OH-].[Na+] (sodium hydroxide), aqueous solution, C(C)(=O)O (acetic acid). Reaction conditions: time 1 hour. The solvent is C(C)O (ethanol). Reactants: mixture, CN(C)CC1CCCCC1(C2=CC=CC(=C2)OC)O.Cl (Tramadol hydrochloride), [N-]=[N+]=[N-].[Na+] (sodium azide). Solvent: FC(C(=O)O)(F)F (trifluoroacetic acid). Run at time 24 hour. Yields the product CN(C)CC1CCCCC1(C2=CC=CC(=C2)OC)O (Tramadol). As a reaction SMILES: [CH3:1][N:2]([CH2:4][CH:5]1[C:10]([OH:19])([C:11]2[CH:16]=[C:15]([O:17][CH3:18])[CH:14]=[CH:13][CH:12]=2)[CH2:9][CH2:8][CH2:7][CH2:6]1)[CH3:3].Cl.[N-]=[N+]=[N-].[Na+]>FC(F)(F)C(O)=O>[CH3:3][N:2]([CH2:4][CH:5]1[C:10]([OH:19])([C:11]2[CH:16]=[C:15]([O:17][CH3:18])[CH:14]=[CH:13][CH:12]=2)[CH2:9][CH2:8][CH2:7][CH2:6]1)[CH3:1] |f:0.1,2.3|. Procedure: 33.4 g of a mixture consisting of 45% (RR,SS) Tramadol hydrochloride and 55% of the corresponding (RS,SR) isomer was immersed in 50 ml trifluoroacetic acid, 5.2 g of sodium azide was added, and the reaction mixture was stirred for 24 hours. The reaction mixture was then evaporated under reduced pressure, 50 ml water was added, and the solution was brought to pH 12 with solid potassium carbonate. The suspension was extracted with 50 ml toluene, the solvent was evaporated and 25 ml hydrogen chlori...